Dataset: the Open Reaction Database (ORD), a public repository of structured organic reaction records. Task: describe an organic reaction: reactants, conditions, products, and yield Reaction SMILES: [CH2:1]([O:5][C:6]1[C:11]([F:12])=[C:10](F)[N:9]=[CH:8][N:7]=1)[C:2]#[C:3][CH3:4].[NH:14]1[CH2:19][CH2:18][CH2:17][CH2:16][CH2:15]1>C1(C)C=CC=CC=1>[CH2:1]([O:5][C:6]1[C:11]([F:12])=[C:10]([N:14]2[CH2:19][CH2:18][CH2:17][CH2:16][CH2:15]2)[N:9]=[CH:8][N:7]=1)[C:2]#[C:3][CH3:4]. Isolated yield 92.3%. Yields the product C(C#CC)OC1=NC=NC(=C1F)N1CCCCC1 (4-(2-butynyloxy)-5-fluoro-6-piperidinopyrimidine). The reactants are C(C#CC)OC1=NC=NC(=C1F)F (4-(2-butynyloxy)-5,6-difluoropyrimidine), N1CCCCC1 (piperidine). Conditions: time 3 hour. Procedure details: 0.2 g of 4-(2-butynyloxy)-5,6-difluoropyrimidine and 0.12 g of piperidine were added to 0.3 ml of toluene, then the mixture was stirred at room temperature for 3 hours. Then the reaction mixture was subjected to silica gel column chromatography to obtain 0.25 g of 4-(2-butynyloxy)-5-fluoro-6-piperidinopyrimidine (referred as the present compound (2) hereinafter). Solvent: C1(=CC=CC=C1)C (toluene). Reactants: CO, [Na+], [OH-], O, N#CCCCC(c1ccccc1)c1ccccc1. The product is O=C(O)CCCC(c1ccccc1)c1ccccc1. RXN SMILES: [CH3:21][OH:22].[Na+:20].[OH-:19].[OH2:23].[c:1]1([CH:7]([CH2:8][CH2:9][CH2:10][C:11]#[N:12])[c:13]2[cH:14][cH:15][cH:16][cH:17][cH:18]2)[cH:2][cH:3][cH:4][cH:5][cH:6]1>>[c:1]1([CH:7]([CH2:8][CH2:9][CH2:10][C:11](=[O:19])[OH:22])[c:13]2[cH:14][cH:15][cH:16][cH:17][cH:18]2)[cH:2][cH:3][cH:4][cH:5][cH:6]1. Reactants: CCO, [H][H], CCOC(=O)c1cccc(C#Cc2cncc3ccccc23)c1. Product: CCOC(=O)c1cccc(CCc2cncc3ccccc23)c1. RXN SMILES: [CH3:26][CH2:27][OH:28].[H:24][H:25].[cH:1]1[n:2][cH:3][c:4]([C:11]#[C:12][c:13]2[cH:14][c:15]([C:16](=[O:17])[O:18][CH2:19][CH3:20])[cH:21][cH:22][cH:23]2)[c:5]2[cH:6][cH:7][cH:8][cH:9][c:10]12>>[cH:1]1[n:2][cH:3][c:4]([CH2:11][CH2:12][c:13]2[cH:14][c:15]([C:16](=[O:17])[O:18][CH2:19][CH3:20])[cH:21][cH:22][cH:23]2)[c:5]2[cH:6][cH:7][cH:8][cH:9][c:10]12. Yields the product COC(C=CC1=C(C=C(C=C1)CO)C)=O (3-(4-Hydroxymethyl-2-methyl-phenyl)-acrylic acid methyl ester). Procedure details: A mixture of methyl-4-bromo-3-methylbenzoate (5.7 g, 24.88 mmol), lithium aluminum hydride (29 mL, 29 mmol, 1 M solution in tetrahydrofuran) and tetrahydrofuran (100 mL) is stirred in ice/water for 1 hr. The reaction is quenched with aqueous hydrochloric acid (50 mL, 1 M). The product is extracted into ethyl acetate (3×100 mL). The combined extracts are dried over anhydrous magnesium sulfate, filtered and concentrated. The crude product is taken up in propionitrile (100 mL). Methylacrylate (10 m... The reagents and catalysts are C(C)(=O)[O-].[Pd+2].C(C)(=O)[O-] (palladium acetate). Reaction SMILES: CO[C:3](=[O:12])[C:4]1[CH:9]=[CH:8][C:7](Br)=[C:6]([CH3:11])[CH:5]=1.[H-].[Al+3].[Li+].[H-].[H-].[H-].[CH3:19][O:20][C:21](=[O:24])[CH:22]=[CH2:23].C1(C)C=CC=CC=1P(C1C=CC=CC=1C)C1C=CC=CC=1C.C(N(CC)C(C)C)(C)C>C([O-])(=O)C.[Pd+2].C([O-])(=O)C.O1CCCC1>[CH3:19][O:20][C:21](=[O:24])[CH:22]=[CH:23][C:7]1[CH:8]=[CH:9][C:4]([CH2:3][OH:12])=[CH:5][C:6]=1[CH3:11] |f:1.2.3.4.5.6,10.11.12|. The solvent is O1CCCC1 (tetrahydrofuran), ice water. Reactants: COC(C=C)=O (Methylacrylate), C1(=C(C=CC=C1)P(C1=C(C=CC=C1)C)C1=C(C=CC=C1)C)C (tri-o-tolylphosphine), C(C)(C)N(C(C)C)CC (N,N-diisopropyl ethylamine), COC(C1=CC(=C(C=C1)Br)C)=O (methyl-4-bromo-3-methylbenzoate), [H-].[Al+3].[Li+].[H-].[H-].[H-] (lithium aluminum hydride). The reactants are CN(C)C=O, CCOC(=O)CCl, [H-], [Na+], Oc1cccc2c(O)cccc12. The product is CCOC(=O)COc1cccc2c(O)cccc12. Reaction SMILES: [CH3:22][N:23]([CH3:24])[CH:25]=[O:26].[Cl:1][CH2:2][C:3](=[O:4])[O:5][CH2:6][CH3:7].[H-:20].[Na+:21].[c:8]1([OH:19])[cH:9][cH:10][cH:11][c:12]2[c:13]([OH:18])[cH:14][cH:15][cH:16][c:17]12>>[CH2:2]([C:3](=[O:4])[O:5][CH2:6][CH3:7])[O:19][c:8]1[cH:9][cH:10][cH:11][c:12]2[c:13]([OH:18])[cH:14][cH:15][cH:16][c:17]12. Reactants: COC=1NC(NN1)=O (5-methoxy-2,4-dihydro-3H-1,2,4-triazol-3-one), C([O-])([O-])=O.[K+].[K+] (potassium carbonate), BrC=1C=CC(=C(CBr)C1)Cl (5-bromo-2-chlorobenzylbromide), O (water). Solvent: C(C)#N (acetonitrile), C(C)#N (acetonitrile). Conditions: temperature 55 celsius, time 5 hour. The product is BrC=1C=CC(=C(CN2C(NN=C2OC)=O)C1)Cl (4-(5-bromo-2-chlorobenzyl)-5-methoxy-2,4-dihydro-3H-1,2,4-triazol-3-one). Yield: 35.6%. As a reaction SMILES: [CH3:1][O:2][C:3]1[NH:4][C:5](=[O:8])[NH:6][N:7]=1.C(=O)([O-])[O-].[K+].[K+].[Br:15][C:16]1[CH:17]=[CH:18][C:19]([Cl:24])=[C:20]([CH:23]=1)[CH2:21]Br.O>C(#N)C>[Br:15][C:16]1[CH:17]=[CH:18][C:19]([Cl:24])=[C:20]([CH:23]=1)[CH2:21][N:4]1[C:3]([O:2][CH3:1])=[N:7][NH:6][C:5]1=[O:8] |f:1.2.3|. Procedure: To a solution of 0.91 g (7.93 mmol) of 5-methoxy-2,4-dihydro-3H-1,2,4-triazol-3-one in 8 ml of dry acetonitrile was added 0.96 g (6.94 mmol) of potassium carbonate. To the mixture was added dropwise a solution of 1.88 g (6.61 mmol) of 5-bromo-2-chlorobenzylbromide in 20 ml of dry acetonitrile at 55° C. After the mixture was stirred at 55° C. for 5 hours, water was added to the reaction mixture and the mixture was extracted with ethyl acetate. The organic layer was washed with water, dried and co... Reactants: C([O-])(O)=O.[Na+] (sodium bicarbonate), C(C1=CC=CC=C1)OC(=O)N1CCN(CCC1)C([C@@H](NS(=O)(=O)C=1C=2C=CN=CC2C=CC1)CC1=CC=C(C=C1)OS(=O)(=O)C=1C=2C=CN=CC2C=CC1)=O (1-Benzyloxycarbonyl-4-[N,O-Bis(5-Isoquinolinesulfonyl)Tyrosyl]Homopiperazine), C(CC(O)(C(=O)O)CC(=O)O)(=O)O (citric acid), [OH-].[Na+] (sodium hydroxide). The solvent is CO (methanol), CO (methanol), O1CCCC1 (tetrahydrofuran). Product: C(C1=CC=CC=C1)OC(=O)N1CCN(CCC1)C([C@@H](NS(=O)(=O)C=1C=2C=CN=CC2C=CC1)CC1=CC=C(C=C1)O)=O (1-Benzyloxycarbonyl-4-[N-(5-Isoquinolinesulfonyl)Tyrosyl]Homopiperazine). Isolated yield 74.7%. RXN SMILES: [CH2:1]([O:8][C:9]([N:11]1[CH2:17][CH2:16][CH2:15][N:14]([C:18](=[O:55])[C@H:19]([CH2:34][C:35]2[CH:40]=[CH:39][C:38]([O:41]S(C3C4C=CN=CC=4C=CC=3)(=O)=O)=[CH:37][CH:36]=2)[NH:20][S:21]([C:24]2[C:25]3[CH:26]=[CH:27][N:28]=[CH:29][C:30]=3[CH:31]=[CH:32][CH:33]=2)(=[O:23])=[O:22])[CH2:13][CH2:12]1)=[O:10])[C:2]1[CH:7]=[CH:6][CH:5]=[CH:4][CH:3]=1.[OH-].[Na+].C(O)(=O)CC(CC(O)=O)(C(O)=O)O.C(=O)(O)[O-].[Na+]>CO.O1CCCC1>[CH2:1]([O:8][C:9]([N:11]1[CH2:17][CH2:16][CH2:15][N:14]([C:18](=[O:55])[C@H:19]([CH2:34][C:35]2[CH:40]=[CH:39][C:38]([OH:41])=[CH:37][CH:36]=2)[NH:20][S:21]([C:24]2[C:25]3[CH:26]=[CH:27][N:28]=[CH:29][C:30]=3[CH:31]=[CH:32][CH:33]=2)(=[O:22])=[O:23])[CH2:13][CH2:12]1)=[O:10])[C:2]1[CH:7]=[CH:6][CH:5]=[CH:4][CH:3]=1 |f:1.2,4.5|. Procedure: 5.50 g of the amorphous compound obtained in Example 122 was dissolved in 30 ml of methanol and 30 ml of tetrahydrofuran, to the solution was added 60 ml of 1N sodium hydroxide, and the mixture was refluxed for 2 hours and then cooled. The reaction mixture was acidified with citric acid and then alkalized with sodium bicarbonate, resulting insoluble matter was dissolved with a small amount of methanol, and the solution was extracted twice with 400 ml of chloroform. The extract was dried over mag... The reactants are N#Cc1nn(-c2c(Cl)cc(C(F)(F)F)cc2Cl)c(Br)c1S(=O)(=O)C(F)(F)F, [H-], [Na+], C1COCCO1, c1nc[nH]n1. The product is N#Cc1nn(-c2c(Cl)cc(C(F)(F)F)cc2Cl)c(-n2cncn2)c1S(=O)(=O)C(F)(F)F. As a reaction SMILES: [Br:1][c:2]1[c:3]([S:21](=[O:22])(=[O:23])[C:24]([F:25])([F:26])[F:27])[c:4]([C:19]#[N:20])[n:5][n:6]1-[c:7]1[c:8]([Cl:18])[cH:9][c:10]([C:14]([F:15])([F:16])[F:17])[cH:11][c:12]1[Cl:13].[H-:33].[Na+:34].[O:35]1[CH2:36][CH2:37][O:38][CH2:39][CH2:40]1.[nH:28]1[n:29][cH:30][n:31][cH:32]1>>[c:2]1(-[n:28]2[n:29][cH:30][n:31][cH:32]2)[c:3]([S:21](=[O:22])(=[O:23])[C:24]([F:25])([F:26])[F:27])[c:4]([C:19]#[N:20])[n:5][n:6]1-[c:7]1[c:8]([Cl:18])[cH:9][c:10]([C:14]([F:15])([F:16])[F:17])[cH:11][c:12]1[Cl:13].